From a dataset of the Open Reaction Database (ORD), a public repository of structured organic reaction records. describe an organic reaction: reactants, conditions, products, and yield Reactants: ClC1=NC(=CC(=N1)Cl)NC(C)(C)C (2,4-dichloro-6-(1,1-dimethylethylamino)pyrimidine), NCC(C)(C)C (1-amino-2,2-dimethylpropane). Run in C(C)(C)O (isopropanol). Yields the product ClC1=CC(=NC(=N1)NCC(C)(C)C)NC(C)(C)C (6-chloro-4-(1,1-dimethylethylamino)-2-(2,2-dimethylpropylamino)pyrimidine). RXN SMILES: Cl[C:2]1[N:7]=[C:6]([Cl:8])[CH:5]=[C:4]([NH:9][C:10]([CH3:13])([CH3:12])[CH3:11])[N:3]=1.[NH2:14][CH2:15][C:16]([CH3:19])([CH3:18])[CH3:17]>C(O)(C)C>[Cl:8][C:6]1[N:7]=[C:2]([NH:14][CH2:15][C:16]([CH3:19])([CH3:18])[CH3:17])[N:3]=[C:4]([NH:9][C:10]([CH3:13])([CH3:12])[CH3:11])[CH:5]=1. Procedure details: After dissolving 5.0 g of 2,4-dichloro-6-(1,1-dimethylethylamino)pyrimidine in 25 ml of isopropanol and adding 5 ml of 1-amino-2,2-dimethylpropane, the reaction mixture is boiled under reflux for 20 hours. Subsequently, the reaction mixture is evaporated and the residue is distributed between 80 ml of chloroform and 15 ml of 10% sodium hydroxide solution. After separation the organic phase is washed 4 times with 20 ml of water each, then dried and evaporated. The evaporation residue is purified ... Starting materials: NC(CCCC(=O)OC)C1=C(C=CC=C1OC)OC (methyl 5-amino-5-(2,6-dimethoxyphenyl)pentanoate), N1(C=NC=C1)C=1C=C(C=O)C=CC1 (3-(1H-imidazol-1-yl)benzaldehyde). Product: N1(C=NC=C1)C=1C=C(CN2C(CCCC2C2=C(C=CC=C2OC)OC)=O)C=CC1 (1-(3-(1H-imidazol-1-yl)benzyl)-6-(2,6-dimethoxyphenyl)piperidin-2-one). As a reaction SMILES: [NH2:1][CH:2]([C:10]1[C:15]([O:16][CH3:17])=[CH:14][CH:13]=[CH:12][C:11]=1[O:18][CH3:19])[CH2:3][CH2:4][CH2:5][C:6]([O:8]C)=O.[N:20]1([C:25]2[CH:26]=[C:27]([CH:30]=[CH:31][CH:32]=2)[CH:28]=O)[CH:24]=[CH:23][N:22]=[CH:21]1>>[N:20]1([C:25]2[CH:26]=[C:27]([CH:30]=[CH:31][CH:32]=2)[CH2:28][N:1]2[CH:2]([C:10]3[C:15]([O:16][CH3:17])=[CH:14][CH:13]=[CH:12][C:11]=3[O:18][CH3:19])[CH2:3][CH2:4][CH2:5][C:6]2=[O:8])[CH:24]=[CH:23][N:22]=[CH:21]1. Reported procedure: Prepared according to the described general procedure 1 (GP1) by reaction of methyl 5-amino-5-(2,6-dimethoxyphenyl)pentanoate with commercially available 3-(1H-imidazol-1-yl)benzaldehyde. Subsequent purification by preparative HPLC afforded the target compound. LC-MS (conditions A): tR=0.57 min.; [M+H]+: 392.38 g/mol. The reactants are C1(CC1)NC1=NC=C(C(=O)OCC)C=C1 (ethyl 6-cyclopropylamino-nicotinoate), [OH-].[Na+] (NaOH). The solvent is CCO (EtOH). Yields the product C1(CC1)NC1=NC=C(C(=O)O)C=C1 (6-cyclopropylamino-nicotinic acid). Reaction SMILES: [CH:1]1([NH:4][C:5]2[CH:15]=[CH:14][C:8]([C:9]([O:11]CC)=[O:10])=[CH:7][N:6]=2)[CH2:3][CH2:2]1.[OH-].[Na+]>CCO>[CH:1]1([NH:4][C:5]2[CH:15]=[CH:14][C:8]([C:9]([OH:11])=[O:10])=[CH:7][N:6]=2)[CH2:3][CH2:2]1 |f:1.2|. Procedure details: A mixture of 332 (0.71 g, 3.44 mmol, 1M NaOH (6.89 mL, 6.89 mmol) and EtOH (10 mL) was stirred and heated to 80° for 2 h. The solvent was evaporated and the residue dissolved in H2O and the pH adjusted to ca. 2. The resulting precipitate was filtered, washed with water, air dried. to afford 168 mg of 6-cyclopropylamino-nicotinic acid (334) as a white powder.